Dataset: the Open Reaction Database (ORD), a public repository of structured organic reaction records. Task: describe an organic reaction: reactants, conditions, products, and yield Reactants: BrC=1C=C2C(C=3C(=CC=4C(C=5C=CC=CC5C(C4C3)(O)C3=CC=CC=C3)(O)C3=CC=CC=C3)C2=CC1)(C)C (2-bromo-13,13-dimethyl-6,11-diphenyl-11,13-dihydro-6H-indeno[1,2-b]anthracene-6,11-diol), [I-].[K+] (Potassium iodide), [PH2](=O)[O-].[Na+] (Sodium hypophosphite). Solvent: C(C)(=O)O (acetic acid). Run at time 5 hour. Yields the product BrC=1C=C2C(C=3C(=CC=4C(=C5C=CC=CC5=C(C4C3)C3=CC=CC=C3)C3=CC=CC=C3)C2=CC1)(C)C (2-bromo-13,13-dimethyl-6,11-diphenyl-13H-indeno[1,2-b]anthracene). The yield is 73.6%. Reaction SMILES: [Br:1][C:2]1[CH:3]=[C:4]2[C:34](=[CH:35][CH:36]=1)[C:7]1=[CH:8][C:9]3[C:10]([C:28]4[CH:33]=[CH:32][CH:31]=[CH:30][CH:29]=4)(O)[C:11]4[CH:12]=[CH:13][CH:14]=[CH:15][C:16]=4[C:17]([C:21]4[CH:26]=[CH:25][CH:24]=[CH:23][CH:22]=4)(O)[C:18]=3[CH:19]=[C:6]1[C:5]2([CH3:38])[CH3:37].[I-].[K+].[PH2]([O-])=O.[Na+]>C(O)(=O)C>[Br:1][C:2]1[CH:3]=[C:4]2[C:34](=[CH:35][CH:36]=1)[C:7]1=[CH:8][C:9]3[C:10]([C:28]4[CH:29]=[CH:30][CH:31]=[CH:32][CH:33]=4)=[C:11]4[C:16](=[C:17]([C:21]5[CH:26]=[CH:25][CH:24]=[CH:23][CH:22]=5)[C:18]=3[CH:19]=[C:6]1[C:5]2([CH3:38])[CH3:37])[CH:15]=[CH:14][CH:13]=[CH:12]4 |f:1.2,3.4|. Reported procedure: 2-bromo-13,13-dimethyl-6,11-diphenyl-11,13-dihydro-6H-indeno[1,2-b]anthracene-6,11-diol (4.19 g, 0.0075 mol), Potassium iodide (12.45 g, 0.075 mol), and Sodium hypophosphite (6 g, 0.037 mol) were placed in a flask, and were suspended in acetic acid (200 ml). The reaction mixture was stirred for five hours while heating. After the reaction was terminated, the reaction solution was added to an excess of distilled water. The resultant solid was washed with distilled water, filtered, and purified by... Starting materials: CCOC(=O)Cc1nnn(C(C)C)n1, CCOC(=O)Cc1nn[nH]n1, CN(C)C=O, CC(C)I, [Na+], [OH-], O. The product is CCOC(=O)Cc1nnnn1C(C)C. RXN SMILES: [CH2:18]([O:19][C:20](=[O:21])[CH2:22][c:23]1[n:24][n:25][n:26]([CH:27]([CH3:28])[CH3:29])[n:30]1)[CH3:31].[CH2:1]([CH3:2])[O:3][C:4]([CH2:5][c:6]1[n:7][n:8][nH:9][n:10]1)=[O:11].[CH3:32][N:33]([CH3:34])[CH:35]=[O:36].[I:12][CH:13]([CH3:14])[CH3:15].[Na+:17].[OH-:16].[OH2:37]>>[CH2:1]([CH3:2])[O:3][C:4]([CH2:5][c:6]1[n:7][n:8][n:9][n:10]1[CH:13]([CH3:14])[CH3:15])=[O:11]. Reactants: I.CN1N=C(C=C1NC(SC)=N)C (N(1,3-Dimethyl-5-pyrazolyl)-S-methyl isothiourea hydroiodide), CNCCN (N-methyl ethylenediamine). The solvent is C(Cl)Cl (methylene chloride). Product: CN1C(=NCC1)NC1=CC(=NN1C)C (1-Methyl-2(1,3-dimethyl-5-pyrazolyl)amino-2-imidazoline). RXN SMILES: I.[CH3:2][N:3]1[C:7]([NH:8][C:9](=N)SC)=[CH:6][C:5]([CH3:13])=[N:4]1.[CH3:14][NH:15][CH2:16][CH2:17][NH2:18]>C(Cl)Cl>[CH3:14][N:15]1[CH2:16][CH2:17][N:18]=[C:9]1[NH:8][C:7]1[N:3]([CH3:2])[N:4]=[C:5]([CH3:13])[CH:6]=1 |f:0.1|. Procedure details: N(1,3-Dimethyl-5-pyrazolyl)-5-methyl isothiourea hydroiodide (Example XXV) (20.0 g) and 11.5 g. N-methyl ethylenediamine were heated to 120° for 30 minutes and to 160° for 1 hour. After cooling, methylene chloride was added and the solid which formed was filtered and discarded. The methylene chloride solution was shaken with 15% KOH solution, dried over potassium carbonate, concentrated and the residue crystallized from acetonitrile to get 10.16 g. product, mp 128°-130°. The reactants are O=C(CC(=O)O[C@H](C(Cl)(Cl)Cl)C1=CC=CC=C1)C ((S)-2,2,2-Trichloro-1-phenylethyl 3-oxobutanoate), ClC1=C(C=O)C=CC=C1Cl (2,3-dichlorobenzaldehyde). Reagents/catalysts: C(CCCCC)(=O)O (hexanoic acid), N1CCCCC1 (piperidine). Solvent: C1=CC=CC=C1 (benzene). The product is ClC1=C(C=CC=C1Cl)C=C(C(=O)O[C@H](C(Cl)(Cl)Cl)C1=CC=CC=C1)C(C)=O ((S)-2,2,2-Trichloro-1-phenylethyl 2-(2,3-dichlorophenylmethylene)-3-oxobutanoate). As a reaction SMILES: [O:1]=[C:2]([CH3:18])[CH2:3][C:4]([O:6][C@@H:7]([C:12]1[CH:17]=[CH:16][CH:15]=[CH:14][CH:13]=1)[C:8]([Cl:11])([Cl:10])[Cl:9])=[O:5].[Cl:19][C:20]1[C:27]([Cl:28])=[CH:26][CH:25]=[CH:24][C:21]=1[CH:22]=O>C1C=CC=CC=1.C(O)(=O)CCCCC.N1CCCCC1>[Cl:19][C:20]1[C:27]([Cl:28])=[CH:26][CH:25]=[CH:24][C:21]=1[CH:22]=[C:3]([C:2](=[O:1])[CH3:18])[C:4]([O:6][C@@H:7]([C:12]1[CH:17]=[CH:16][CH:15]=[CH:14][CH:13]=1)[C:8]([Cl:9])([Cl:10])[Cl:11])=[O:5]. Procedure details: (S)-2,2,2-Trichloro-1-phenylethyl 3-oxobutanoate (8.6 g 27.5 mmoles) and 2,3-dichlorobenzaldehyde (4.82 g, 27.5 mmoles) in dry benzene (100 ml) were heated at reflux for 5 hours with hexanoic acid (25 drops) and piperidine (8 drops) in a Dean and Stark apparatus. The solvent was evaporated and the residue dissolved in ethyl acetate (200 ml), washed with saturated sodium bicarbonate, 2% aqueous sodium bisulphite solution and brine, dried (MgSO4) and the solvent removed in vacuo. The sub-title com... Starting materials: CC(C)(C)[O-], CS(C)=O, CO, CC(C)(C)OC(=O)N1CC2CN(c3cncc(Cl)n3)CC2C1, OCc1cc(F)cc(F)c1, [K+]. Product: CC(C)(C)OC(=O)N1CC2CN(c3cncc(OCc4cc(F)cc(F)c4)n3)CC2C1. Reaction SMILES: [CH3:11][C:12]([CH3:13])([O-:14])[CH3:15].[CH3:39][S:40]([CH3:41])=[O:42].[CH3:43][OH:44].[Cl:17][c:18]1[cH:19][n:20][cH:21][c:22]([N:24]2[CH2:25][CH:26]3[CH:27]([CH2:28]2)[CH2:29][N:30]([C:32](=[O:33])[O:34][C:35]([CH3:36])([CH3:37])[CH3:38])[CH2:31]3)[n:23]1.[F:1][c:2]1[cH:3][c:4]([CH2:5][OH:6])[cH:7][c:8]([F:10])[cH:9]1.[K+:16]>>[F:1][c:2]1[cH:3][c:4]([CH2:5][O:6][c:18]2[cH:19][n:20][cH:21][c:22]([N:24]3[CH2:25][CH:26]4[CH:27]([CH2:28]3)[CH2:29][N:30]([C:32](=[O:33])[O:34][C:35]([CH3:36])([CH3:37])[CH3:38])[CH2:31]4)[n:23]2)[cH:7][c:8]([F:10])[cH:9]1. Reactants: BrC=1C=C(C=O)C=C(C1)Br (3,5-dibromobenzaldehyde), C(C)(C)(C)C=1C=C(C=C)C=C(C1)C(C)(C)C (3,5-di-t-butylstyrene), C([O-])([O-])=O.[Na+].[Na+] (sodium carbonate), C(C)(C)(C)C1(CC=CC(=C1O)C(C)(C)C)C (2,6-di-t-butylcresol). The reagents and catalysts are CC1=CC=CC=C1P(C2=CC=CC=C2C)C3=CC=CC=C3[CH2-].CC1=CC=CC=C1P(C2=CC=CC=C2C)C3=CC=CC=C3[CH2-].CC(=O)O.CC(=O)O.[Pd].[Pd] (trans-di(μ-acetato)-bis[o-(di-o-tolylphosphino)benzyl]dipalladium (II)). Solvent: CN(C(C)=O)C (N,N-dimethylacetamide). Reaction conditions: temperature 130 celsius. Yields the product C(C)(C)(C)C=1C=C(C=CC=2C=C(C=O)C=C(C2)C=CC2=CC(=CC(=C2)C(C)(C)C)C(C)(C)C)C=C(C1)C(C)(C)C (3,5-bis(3′,5′-di-t-butylstyryl)benzaldehyde). Isolated yield 139.0%. Reaction SMILES: Br[C:2]1[CH:3]=[C:4]([CH:7]=[C:8](Br)[CH:9]=1)[CH:5]=[O:6].[C:11]([C:15]1[CH:16]=[C:17]([CH:20]=[C:21]([C:23]([CH3:26])([CH3:25])[CH3:24])[CH:22]=1)[CH:18]=[CH2:19])([CH3:14])([CH3:13])[CH3:12].[C:27](=O)([O-])[O-].[Na+].[Na+].[C:33]([C:37]1([CH3:48])[C:42](O)=[C:41]([C:44]([CH3:47])([CH3:46])[CH3:45])[CH:40]=[CH:39][CH2:38]1)([CH3:36])([CH3:35])[CH3:34]>CC1C(P(C2C([CH2-])=CC=CC=2)C2C(C)=CC=CC=2)=CC=CC=1.CC1C(P(C2C([CH2-])=CC=CC=2)C2C(C)=CC=CC=2)=CC=CC=1.CC(O)=O.CC(O)=O.[Pd].[Pd].CN(C)C(=O)C>[C:11]([C:15]1[CH:16]=[C:17]([CH:20]=[C:21]([C:23]([CH3:26])([CH3:25])[CH3:24])[CH:22]=1)[CH:18]=[CH:19][C:2]1[CH:3]=[C:4]([CH:7]=[C:8]([CH:27]=[CH:38][C:39]2[CH:48]=[C:37]([C:33]([CH3:36])([CH3:35])[CH3:34])[CH:42]=[C:41]([C:44]([CH3:46])([CH3:45])[CH3:47])[CH:40]=2)[CH:9]=1)[CH:5]=[O:6])([CH3:14])([CH3:12])[CH3:13] |f:2.3.4,6.7.8.9.10.11|. Procedure: A mixture of 3,5-dibromobenzaldehyde (31.7 g, 120 mmoles), 3,5-di-t-butylstyrene (65.0 g, 301 mmoles), anhydrous sodium carbonate (31.9 g, 301 mmoles), trans-di(μ-acetato)-bis[o-(di-o-tolylphosphino)benzyl]dipalladium (II) (244 mg, 0.26 mmoles, 0.1 mole %), 2,6-di-t-butylcresol (13.3 g, 60 mmoles) and anhydrous N,N-dimethylacetamide (130 mL) was degassed thoroughly whilst stirring under oil-pump vacuum, purging with argon. The reaction mixture was then heated under argon at 130° C. for 26.5 h. A... Reactants: O=C([O-])[O-], C1CC[N+]2(C1)CCC2, CN1CCCC1=O, COC(C)(C)C, [Cl-], COc1cc2c(Oc3ccc4[nH]c(C)cc4c3F)ncnc2cc1O, [K+], [K+], O. Product: COc1cc2c(Oc3ccc4[nH]c(C)cc4c3F)ncnc2cc1OCCCN1CCCC1. As a reaction SMILES: [C:42](=[O:43])([O-:44])[O-:45].[CH2:2]1[CH2:3][CH2:4][N+:5]12[CH2:6][CH2:7][CH2:8][CH2:9]2.[CH3:35][N:36]1[CH2:37][CH2:38][CH2:39][C:40]1=[O:41].[CH3:49][O:50][C:51]([CH3:52])([CH3:53])[CH3:54].[Cl-:1].[F:10][c:11]1[c:12]2[cH:13][c:14]([CH3:34])[nH:15][c:16]2[cH:17][cH:18][c:19]1[O:20][c:21]1[n:22][cH:23][n:24][c:25]2[cH:26][c:27]([OH:33])[c:28]([O:31][CH3:32])[cH:29][c:30]12.[K+:46].[K+:47].[OH2:48]>>[CH2:2]([CH2:3][CH2:4][O:33][c:27]1[cH:26][c:25]2[n:24][cH:23][n:22][c:21]([O:20][c:19]3[c:11]([F:10])[c:12]4[cH:13][c:14]([CH3:34])[nH:15][c:16]4[cH:17][cH:18]3)[c:30]2[cH:29][c:28]1[O:31][CH3:32])[N:5]1[CH2:6][CH2:7][CH2:8][CH2:9]1. Reactants: N[C@@H](C)CO ((S)-alaninol), C([O-])(O)=O.[Na+] (sodium bicarbonate), ClC(=O)OC (methyl chloroformate). Run in C1CCOC1.O (THF H2O). The product is OC[C@H](C)NC(OC)=O ((S)-Methyl 1-hydroxypropan-2-ylcarbamate). Reaction SMILES: [NH2:1][C@H:2]([CH2:4][OH:5])[CH3:3].C(=O)(O)[O-].[Na+].Cl[C:12]([O:14][CH3:15])=[O:13]>C1COCC1.O>[OH:5][CH2:4][C@@H:2]([NH:1][C:12](=[O:13])[O:14][CH3:15])[CH3:3] |f:1.2,4.5|. Procedure details: To a solution of (S)-alaninol (10 g, 130 mmol) and sodium bicarbonate (32.8 g, 390 mmol) in THF-H2O (1:1, 650 mL) at 0° C. was added dropwise methyl chloroformate (11.4 mL, 143 mmol). The mixture was stirred and allowed to warm to rt over 4 h, and was then extracted with ethyl acetate. The organic layer was washed with 1N aqueous sodium hydroxide solution and brine, and was then dried over sodium sulfate, filtered and concentrated to give the crude title compound, which was used without further ... Starting materials: [Br-].[Br-].[Br-].C(CCC)[N+](CCCC)(CCCC)CCCC.C(CCC)[N+](CCCC)(CCCC)CCCC.C(CCC)[N+](CCCC)(CCCC)CCCC (tetrabutylammonium tribromide), OCCC1=C(C=CC=C1)OC (2-(2-hydroxyethyl)-anisole). Run in ClCCl (dichloromethane), CO (methanol). Reaction conditions: time 150 minute. The product is BrC1=CC(=C(C=C1)OC)CCO (4-Bromo-2-(2-hydroxyethyl)-anisole). RXN SMILES: [Br-:1].[Br-].[Br-].C([N+](CCCC)(CCCC)CCCC)CCC.C([N+](CCCC)(CCCC)CCCC)CCC.C([N+](CCCC)(CCCC)CCCC)CCC.[OH:55][CH2:56][CH2:57][C:58]1[CH:63]=[CH:62][CH:61]=[CH:60][C:59]=1[O:64][CH3:65]>ClCCl.CO>[Br:1][C:62]1[CH:61]=[CH:60][C:59]([O:64][CH3:65])=[C:58]([CH2:57][CH2:56][OH:55])[CH:63]=1 |f:0.1.2.3.4.5|. Reported procedure: 35.72 g of tetrabutylammonium tribromide are added in portions to a solution of 10.7 g of 2-(2-hydroxyethyl)-anisole in 195 ml of dichloromethane and 130 ml of methanol. The reaction mixture is stirred for 150 minutes at room temperature and is then concentrated by evaporation in a rotary evaporator. The residue is partitioned between diethyl ether and water. The organic phases are combined, dried over magnesium sulfate and concentrated by evaporation, and the residue is purified by means of FC ...